This data is from the Open Reaction Database (ORD), a public repository of structured organic reaction records. The task is: describe an organic reaction: reactants, conditions, products, and yield Starting materials: O=C([O-])O, CS(=O)(=O)NCCCl, CO, CCNc1ccc(NC(C)=O)c(C)c1, [Na+], O. As a reaction SMILES: [C:23](=[O:24])([O-:25])[OH:26].[CH3:15][S:16](=[O:17])(=[O:18])[NH:19][CH2:20][CH2:21][Cl:22].[CH3:29][OH:30].[NH:1]([C:2](=[O:3])[CH3:4])[c:5]1[c:6]([CH3:14])[cH:7][c:8]([NH:9][CH2:10][CH3:11])[cH:12][cH:13]1.[Na+:27].[OH2:28]>>[NH:1]([C:2](=[O:3])[CH3:4])[c:5]1[c:6]([CH3:14])[cH:7][c:8]([N:9]([CH2:10][CH3:11])[CH2:21][CH2:20][NH:19][S:16]([CH3:15])(=[O:17])=[O:18])[cH:12][cH:13]1. Yields the product CCN(CCNS(C)(=O)=O)c1ccc(NC(C)=O)c(C)c1. Starting materials: CC1=CC(=CC=2C(C3=CC=CC=C3C12)=O)C(=O)O (4-methyl-9-oxo-9H-fluorene-2-carboxylic acid), C([O-])([O-])=O.[K+].[K+] (potassium carbonate), CN(C=O)C (dimethylformamide), CI (methyl iodide). Run in O (water). Conditions: time 15 minute. The product is CC1=CC(=CC=2C(C3=CC=CC=C3C12)=O)C(=O)OC (methyl 4-methyl-9-oxo-9H-fluorene-2-carboxylate). Isolated yield 96.2%. RXN SMILES: [CH3:1][C:2]1[C:14]2[C:13]3[C:8](=[CH:9][CH:10]=[CH:11][CH:12]=3)[C:7](=[O:15])[C:6]=2[CH:5]=[C:4]([C:16]([OH:18])=[O:17])[CH:3]=1.[C:19](=O)([O-])[O-].[K+].[K+].CN(C)C=O.CI>O>[CH3:1][C:2]1[C:14]2[C:13]3[C:8](=[CH:9][CH:10]=[CH:11][CH:12]=3)[C:7](=[O:15])[C:6]=2[CH:5]=[C:4]([C:16]([O:18][CH3:19])=[O:17])[CH:3]=1 |f:1.2.3|. Procedure details: Under anhydrous calcium chloride drying conditions, 4-methyl-9-oxo-9H-fluorene-2-carboxylic acid (1.745 g), potassium carbonate (3.03 g) and dimethylformamide (20 ml) were mixed. To this mixture was added methyl iodide (0.92 ml) at room temperature, and the mixture was stirred for 3 hr 15 min. To the reaction mixture was added water (60 ml), and the mixture was stirred at room temperature for 30 min. The mixture was filtered and the obtained solid was air-dried and dried under reduced pressure a...